From a dataset of the Open Reaction Database (ORD), a public repository of structured organic reaction records. describe an organic reaction: reactants, conditions, products, and yield Starting materials: OC1=CC(NC=C1)=O (4-Hydroxypyridin-2(1H)-one), FC1=CC=C(C=C1)NN ((4-fluorophenyl)hydrazine). Procedure: 4-Hydroxypyridin-2(1H)-one (1 g, 0.009 mol) and (4-fluorophenyl)hydrazine (3.6 g, 0.027 mol) in diphenyl ether (20 mL) were heated at 250° C. for 5 hours to afford the crude product. Purification by washing with hexane, followed by column chromatography on silica gel (1.5% methanol in DCM) afforded 330 mg of the product (17.36% yield). Reaction SMILES: O[C:2]1[CH:7]=[CH:6][NH:5][C:4](=[O:8])[CH:3]=1.[F:9][C:10]1[CH:15]=[CH:14][C:13]([NH:16]N)=[CH:12][CH:11]=1>C1(OC2C=CC=CC=2)C=CC=CC=1>[F:9][C:10]1[CH:15]=[CH:14][C:13]2[NH:16][C:2]3[CH:7]=[CH:6][NH:5][C:4](=[O:8])[C:3]=3[C:12]=2[CH:11]=1. The product is FC1=CC=2C3=C(NC2C=C1)C=CNC3=O (8-fluoro-2,5-dihydro-1H-pyrido[4,3-b]indol-1-one). Run in C1(=CC=CC=C1)OC1=CC=CC=C1 (diphenyl ether). The yield is 18.1%. Starting materials: CC=CC(=O)OCC, CCOC(=O)CC(C)OCCCI, OCCCCl, [H-], [Na+]. Yields the product CCOC(=O)CC(C)OCCCCl. As a reaction SMILES: [CH2:19]([O:20][C:21](=[O:22])[CH:23]=[CH:24][CH3:25])[CH3:26].[CH2:1]([CH3:2])[O:3][C:4]([CH2:5][CH:6]([O:7][CH2:8][CH2:9][CH2:10][I:11])[CH3:12])=[O:13].[Cl:14][CH2:15][CH2:16][CH2:17][OH:18].[H-:27].[Na+:28]>>[CH2:1]([CH3:2])[O:3][C:4]([CH2:5][CH:6]([O:7][CH2:8][CH2:9][CH2:10][Cl:14])[CH3:12])=[O:13]. The product is C(=O)C(CCC#N)CCC#N (γ-formylpimelonitrile). Procedure details: In the presence of alkaline catalysts, acrylonitrile reacts with aldehydes, the α-carbon atoms of which possess one or two hydrogen atoms, forming 3-substituted propionitriles (U.S. Pat. No. 2,353,687). This so-called "cyanoethylation" reaction also occurs with other compounds which have an active hydrogen atom. For example, 2-ethyl butyraldehyde and acrylonitrile react in the presence of catalytic amounts of 50 percent caustic potash solution forming 2-(β-cyanoethyl)-2-ethyl butyraldehyde. A yi... Yield: 40.0%. The reactants are C(C)=O (Acetaldehyde), C(C=C)#N (acrylonitrile), [OH-].[Na+] (caustic soda), [ 1944 ]. RXN SMILES: [CH:1](=[O:3])[CH3:2].[C:4](#[N:7])[CH:5]=[CH2:6].[OH-].[Na+]>>[CH:1]([CH:2]([CH2:6][CH2:5][C:4]#[N:7])[CH2:6][CH2:5][C:4]#[N:7])=[O:3] |f:2.3|. Starting materials: O=C([O-])[O-], CC(C)=O, Cl, [K+], [K+], COc1c(OC(C)C)cc2oc(Oc3ccc(OC(C)C)cc3)cc(=O)c2c1O, Oc1ccc(S)cc1. The product is COc1c(OC(C)C)cc2oc(Sc3ccc(O)cc3)cc(=O)c2c1O. RXN SMILES: [C:38](=[O:39])([O-:40])[O-:41].[CH3:45][C:46](=[O:47])[CH3:48].[ClH:44].[K+:42].[K+:43].[OH:1][c:2]1[c:3]2[c:4](=[O:29])[cH:5][c:6]([O:18][c:19]3[cH:20][cH:21][c:22]([O:23][CH:24]([CH3:25])[CH3:26])[cH:27][cH:28]3)[o:7][c:8]2[cH:9][c:10]([O:14][CH:15]([CH3:16])[CH3:17])[c:11]1[O:12][CH3:13].[OH:30][c:31]1[cH:32][cH:33][c:34]([SH:37])[cH:35][cH:36]1>>[OH:1][c:2]1[c:3]2[c:4](=[O:29])[cH:5][c:6]([S:37][c:34]3[cH:33][cH:32][c:31]([OH:30])[cH:36][cH:35]3)[o:7][c:8]2[cH:9][c:10]([O:14][CH:15]([CH3:16])[CH3:17])[c:11]1[O:12][CH3:13].